From a dataset of the Open Reaction Database (ORD), a public repository of structured organic reaction records. describe an organic reaction: reactants, conditions, products, and yield Reactants: Br, C=CC(=O)OC, Cc1ccc(CCOc2ccc(N)cc2)nc1, CO, O=N[O-], [Na+], O. Yields the product COC(=O)C(Br)Cc1ccc(OCCc2ccc(C)cn2)cc1. Reaction SMILES: [BrH:18].[C:23]([CH:24]=[CH2:25])(=[O:26])[O:27][CH3:28].[CH3:1][c:2]1[cH:3][cH:4][c:5]([CH2:8][CH2:9][O:10][c:11]2[cH:12][cH:13][c:14]([NH2:15])[cH:16][cH:17]2)[n:6][cH:7]1.[CH3:30][OH:31].[N:19]([O-:20])=[O:21].[Na+:22].[OH2:29]>>[CH3:1][c:2]1[cH:3][cH:4][c:5]([CH2:8][CH2:9][O:10][c:11]2[cH:12][cH:13][c:14]([CH2:25][CH:24]([Br:18])[C:23](=[O:26])[O:27][CH3:28])[cH:16][cH:17]2)[n:6][cH:7]1. The reactants are CC=1C=C(C(=O)C2=C(C(=O)O)C=C(C=C2)OC)C=CC1C (2-(3,4-dimethylbenzoyl)-5-methoxybenzoic acid), O.NN (hydrazine hydrate). The product is CC=1C=C(C=CC1C)C1=NNC(C2=CC(=CC=C12)OC)=O (4-(3,4-Dimethylphenyl)-7-methoxy-2H-phthalazin-1-one). RXN SMILES: [CH3:1][C:2]1[CH:3]=[C:4]([CH:18]=[CH:19][C:20]=1[CH3:21])[C:5]([C:7]1[CH:15]=[CH:14][C:13]([O:16][CH3:17])=[CH:12][C:8]=1[C:9](O)=[O:10])=O.O.[NH2:23][NH2:24]>>[CH3:1][C:2]1[CH:3]=[C:4]([C:5]2[C:7]3[C:8](=[CH:12][C:13]([O:16][CH3:17])=[CH:14][CH:15]=3)[C:9](=[O:10])[NH:24][N:23]=2)[CH:18]=[CH:19][C:20]=1[CH3:21] |f:1.2|. Procedure details: This compound is obtained according to the procedure described in 1.2. by reacting 2-(3,4-dimethylbenzoyl)-5-methoxybenzoic acid with hydrazine hydrate. The reactants are N(=O)N1CCN(CC1)CC1=CC=CS1 (N-nitroso-N'-2-thenylpiperazine), [H-].[Al+3].[Li+].[H-].[H-].[H-] (lithium aluminium hydride), O (water), [OH-].[Na+] (sodium hydroxide), O (water). The solvent is O1CCCC1 (tetrahydrofuran), O1CCCC1 (tetrahydrofurane). Conditions: time 3 hour. The product is NN1CCN(CC1)CC1=CC=CS1 (N-amino-N'-2-thenyl-piperazine). Yield: 97.7%. As a reaction SMILES: [N:1]([N:3]1[CH2:8][CH2:7][N:6]([CH2:9][C:10]2[S:14][CH:13]=[CH:12][CH:11]=2)[CH2:5][CH2:4]1)=O.[H-].[Al+3].[Li+].[H-].[H-].[H-].O.[OH-].[Na+]>O1CCCC1>[NH2:1][N:3]1[CH2:8][CH2:7][N:6]([CH2:9][C:10]2[S:14][CH:13]=[CH:12][CH:11]=2)[CH2:5][CH2:4]1 |f:1.2.3.4.5.6,8.9|. Reported procedure: A solution of N-nitroso-N'-2-thenylpiperazine (3.0 g, 0.014 mole) in anhydrous freshly distilled tetrahydrofurane (30 ml) was added dropwise to a stirred suspension of lithium aluminium hydride (1.5 g excess) under nitrogen in anhydrous tetrahydrofuran (150 ml) at 60°-65° C. After addition, stirring was continued for 3 hours. Work-up via cooling, controlled addition of water (1.5 ml), 10% sodium hydroxide (2.25 ml) and water (3.75 ml) followed by filtration, drying over potassium carbonate, filt... Run in C(Cl)Cl (methylene chloride). As a reaction SMILES: [F:1][C:2]1[CH:7]=[CH:6][CH:5]=[C:4]([N+:8]([O-:10])=[O:9])[C:3]=1I.[I:12]C1C=C(C=C([N+]([O-])=O)C=1)N>C(Cl)Cl>[F:1][C:2]1[CH:3]=[C:4]([N+:8]([O-:10])=[O:9])[CH:5]=[C:6]([I:12])[CH:7]=1. Yield: 50.0%. Yields the product FC=1C=C(C=C(C1)I)[N+](=O)[O-] (5-fluoro-3-nitroiodobenzene). Procedure: 1-Fluoro-3-nitroiodobenzene To a 25 mL round-bottom flask equivuipped with a magnetic stir bar 3-iodo-5-nitroaniline (543.3 mg, 2.06 mmol) and methylene chloride (10 mL) were added under nitrogen. Nitrogen was bubbled through the colorless solution for 15 min. The solution was cooled to 0° C. in an ice bath. At that point approximately 500 mg nitrosonium tetrafluoroborate was added in one portion making a cloudy precipitate. The reaction was allowed to continue stirring for 2 hours. The mixture ... Conditions: temperature 0 celsius, time 2 hour. The reactants are FC1=C(C(=CC=C1)[N+](=O)[O-])I (1-Fluoro-3-nitroiodobenzene), IC=1C=C(N)C=C(C1)[N+](=O)[O-] (3-iodo-5-nitroaniline). Reactants: ClCC(=O)NC1=NNC2=CC(=CC=C12)Cl (2-chloro-N-(6-chloro-1H-indazol-3-yl)acetamide), C1(CCCCC1)N (cyclohexylamine). Solvent: C(C)#N (acetonitrile). Product: ClC1=CC=C2C(=NNC2=C1)NC(CNC1CCCCC1)=O (N-(6-chloro-1H-indazol-3-yl)-2-(cyclohexylamino)acetamide). As a reaction SMILES: Cl[CH2:2][C:3]([NH:5][C:6]1[C:14]2[C:9](=[CH:10][C:11]([Cl:15])=[CH:12][CH:13]=2)[NH:8][N:7]=1)=[O:4].[CH:16]1([NH2:22])[CH2:21][CH2:20][CH2:19][CH2:18][CH2:17]1>C(#N)C>[Cl:15][C:11]1[CH:10]=[C:9]2[C:14]([C:6]([NH:5][C:3](=[O:4])[CH2:2][NH:22][CH:16]3[CH2:21][CH2:20][CH2:19][CH2:18][CH2:17]3)=[N:7][NH:8]2)=[CH:13][CH:12]=1. Procedure details: The process is performed as in Example 75, starting with 500 mg of 2-chloro-N-(6-chloro-1H-indazol-3-yl)acetamide, 15 cm3 of acetonitrile and 0.7 cm3 of cyclohexylamine. The reaction medium is refluxed for 2 hours and then concentrated to dryness under reduced pressure (2 kPa; 50° C.); the crude product obtained is purified by chromatography under an argon pressure of 50 kPa, on a column of silica gel (particle size 40-60 μm; diameter 2.5 cm), eluting with a methylene chloride/methanol/aqueous a...